This data is from the Open Reaction Database (ORD), a public repository of structured organic reaction records. The task is: describe an organic reaction: reactants, conditions, products, and yield Starting materials: COC(=O)N=C=S, CC(C)OC(C)C, NC(=O)Nc1ccc(OS(=O)(=O)c2cccc(C(F)(F)F)c2)cc1N, C1COCCO1. Yields the product COC(=O)NC(=S)Nc1cc(OS(=O)(=O)c2cccc(C(F)(F)F)c2)ccc1NC(N)=O. As a reaction SMILES: [CH3:1][O:2][C:3](=[O:4])[N:5]=[C:6]=[S:7].[CH:33]([O:34][CH:35]([CH3:36])[CH3:37])([CH3:38])[CH3:39].[F:8][C:9]([c:10]1[cH:11][c:12]([S:16](=[O:17])(=[O:18])[O:19][c:20]2[cH:21][cH:22][c:23]([NH:27][C:28](=[O:29])[NH2:30])[c:24]([NH2:25])[cH:26]2)[cH:13][cH:14][cH:15]1)([F:31])[F:32].[O:40]1[CH2:41][CH2:42][O:43][CH2:44][CH2:45]1>>[CH3:1][O:2][C:3](=[O:4])[NH:5][C:6](=[S:7])[NH:25][c:24]1[c:23]([NH:27][C:28](=[O:29])[NH2:30])[cH:22][cH:21][c:20]([O:19][S:16]([c:12]2[cH:11][c:10]([C:9]([F:8])([F:31])[F:32])[cH:15][cH:14][cH:13]2)(=[O:17])=[O:18])[cH:26]1.